From a dataset of the Open Reaction Database (ORD), a public repository of structured organic reaction records. describe an organic reaction: reactants, conditions, products, and yield The reactants are CCCN(C(=O)OCc1ccccc1)c1nc2n(n1)C(c1ccc(C#N)cc1)C(C#N)=C(C)N2c1cccc(C(F)(F)F)c1, CO. Product: CCCNc1nc2n(n1)C(c1ccc(C#N)cc1)C(C#N)=C(C)N2c1cccc(C(F)(F)F)c1. As a reaction SMILES: [CH2:1]([O:2][C:3](=[O:4])[N:10]([CH2:11][CH2:12][CH3:13])[c:14]1[n:15][n:16]2[c:17]([n:43]1)[N:18]([c:33]1[cH:34][c:35]([C:39]([F:40])([F:41])[F:42])[cH:36][cH:37][cH:38]1)[C:19]([CH3:32])=[C:20]([C:30]#[N:31])[CH:21]2[c:22]1[cH:23][cH:24][c:25]([C:28]#[N:29])[cH:26][cH:27]1)[c:5]1[cH:6][cH:7][cH:8][cH:9][cH:44]1.[CH3:45][OH:46]>>[NH:10]([CH2:11][CH2:12][CH3:13])[c:14]1[n:15][n:16]2[c:17]([n:43]1)[N:18]([c:33]1[cH:34][c:35]([C:39]([F:40])([F:41])[F:42])[cH:36][cH:37][cH:38]1)[C:19]([CH3:32])=[C:20]([C:30]#[N:31])[CH:21]2[c:22]1[cH:23][cH:24][c:25]([C:28]#[N:29])[cH:26][cH:27]1. The reactants are C(CC1=CC=CC=C1)N (phenethylamine), ClC=1C2=C(N=C(N1)C1=NC=CN=C1)SC=C2C (4-chloro-2-(pyrazin-2-yl)-5-methyl-thieno-[2,3-d]-pyrimidine). Product: N1=C(C=NC=C1)C=1N=C(C2=C(N1)SC=C2C)NCCC2=CC=CC=C2 (2-(pyrazin-2-yl)-4-phenethylamino-5-methyl-thieno-[2,3-d]-pyrimidine). As a reaction SMILES: [CH2:1]([NH2:9])[CH2:2][C:3]1[CH:8]=[CH:7][CH:6]=[CH:5][CH:4]=1.Cl[C:11]1[C:12]2[C:25]([CH3:26])=[CH:24][S:23][C:13]=2[N:14]=[C:15]([C:17]2[CH:22]=[N:21][CH:20]=[CH:19][N:18]=2)[N:16]=1>>[N:18]1[CH:19]=[CH:20][N:21]=[CH:22][C:17]=1[C:15]1[N:16]=[C:11]([NH:9][CH2:1][CH2:2][C:3]2[CH:8]=[CH:7][CH:6]=[CH:5][CH:4]=2)[C:12]2[C:25]([CH3:26])=[CH:24][S:23][C:13]=2[N:14]=1. Reported procedure: With the procedure of Example 1, the reaction of phenethylamine with 4-chloro-2-(pyrazin-2-yl)-5-methyl-thieno-[2,3-d]-pyrimidine yields 2-(pyrazin-2-yl)-4-phenethylamino-5-methyl-thieno-[2,3-d]-pyrimidine. Starting materials: C(C)OC(=O)[C@@H]1NC(CCC[C@H]1CC1=CC=CC=C1)=O (trans-3-Benzyl-7-oxo-azepane-2-carboxylic acid ethyl ester), ONC(=O)[C@@H]1N(CCCC[C@@H]1CC1=CC=CC=C1)S(=O)(=O)C1=CC=C(C=C1)OC (cis-3-Benzyl-1-(4-methoxybenzenesulfonyl)-azepane-2-carboxylic acid-hydroxyamide). Yields the product ONC(=O)[C@@H]1N(CCCC[C@H]1CC1=CC=CC=C1)S(=O)(=O)C1=CC=C(C=C1)OC (trans-3-Benzyl-1-(4-methoxybenzenesulfonyl)-azepane-2-carboxylic acid-hydroxyamide). Reaction SMILES: C(OC([C@H]1[C@H](CC2C=CC=CC=2)CCCC(=O)N1)=O)C.[OH:21][NH:22][C:23]([C@H:25]1[C@@H:31]([CH2:32][C:33]2[CH:38]=[CH:37][CH:36]=[CH:35][CH:34]=2)[CH2:30][CH2:29][CH2:28][CH2:27][N:26]1[S:39]([C:42]1[CH:47]=[CH:46][C:45]([O:48][CH3:49])=[CH:44][CH:43]=1)(=[O:41])=[O:40])=[O:24]>>[OH:21][NH:22][C:23]([C@H:25]1[C@H:31]([CH2:32][C:33]2[CH:38]=[CH:37][CH:36]=[CH:35][CH:34]=2)[CH2:30][CH2:29][CH2:28][CH2:27][N:26]1[S:39]([C:42]1[CH:47]=[CH:46][C:45]([O:48][CH3:49])=[CH:44][CH:43]=1)(=[O:41])=[O:40])=[O:24]. Reported procedure: trans-3-Benzyl-1-(4-methoxybenzenesulfonyl)-azepane-2-carboxylic acid-hydroxyamide was synthesized from trans-3-Benzyl-7-oxo-azepane-2-carboxylic acid ethyl ester using the procedures for the preparation of cis-3-Benzyl-1-(4-methoxybenzenesulfonyl)-azepane-2-carboxylic acid-hydroxyamide. Reactants: CC(C)(C)OC(=O)N1CC(C)(C)OCC1C(=O)Nc1cc(Cl)cc2c1[nH]c1cnccc12, CCOCC, CO, Cl, C1COCCO1. Yields the product CC1(C)CNC(C(=O)Nc2cc(Cl)cc3c2[nH]c2cnccc23)CO1. Reaction SMILES: [C:1]([O:2][C:3](=[O:4])[N:8]1[CH2:9][C:10]([CH3:31])([CH3:32])[O:11][CH2:12][CH:13]1[C:14]([NH:15][c:16]1[cH:17][c:18]([Cl:29])[cH:19][c:20]2[c:21]3[cH:22][cH:23][n:24][cH:25][c:26]3[nH:27][c:28]12)=[O:30])([CH3:5])([CH3:6])[CH3:7].[CH3:34][CH2:35][O:36][CH2:37][CH3:38].[CH3:39][OH:40].[ClH:33].[O:41]1[CH2:42][CH2:43][O:44][CH2:45][CH2:46]1>>[NH:8]1[CH2:9][C:10]([CH3:31])([CH3:32])[O:11][CH2:12][CH:13]1[C:14]([NH:15][c:16]1[cH:17][c:18]([Cl:29])[cH:19][c:20]2[c:21]3[cH:22][cH:23][n:24][cH:25][c:26]3[nH:27][c:28]12)=[O:30]. The reactants are N#Cc1cccc(CC(=O)O)c1, O, O=C(O)C(F)(F)F, O=S(=O)(O)O. The product is NC(=O)c1cccc(CC(=O)O)c1. As a reaction SMILES: [C:1](#[N:2])[c:3]1[cH:4][c:5]([CH2:9][C:10](=[O:11])[OH:12])[cH:6][cH:7][cH:8]1.[OH2:18].[OH:19][C:20]([C:21]([F:22])([F:23])[F:24])=[O:25].[S:13]([OH:14])(=[O:15])(=[O:16])[OH:17]>>[C:1]([NH2:2])([c:3]1[cH:4][c:5]([CH2:9][C:10](=[O:11])[OH:12])[cH:6][cH:7][cH:8]1)=[O:14]. The reactants are C(C)(C)(C)OC(NCC1CCN(S1(=O)=O)C1=CC=C(C=C1)OC)=O ([2-(4-Methoxy-phenyl)-1,1-dioxo-1lambda*6*-isothiazolidin-5-ylmethyl]-carbamic acid tert-butyl ester), ClC=1C=C(C=C(C1)Cl)C1(CC(=NO1)C1=CC(=C(C(=O)O)C=C1)C)C(F)(F)F (4-[5-(3,5-dichloro-phenyl)-5-trifluoromethyl-4,5-dihydro-isoxazol-3-yl]-2-methyl-benzoic acid). The yield is 37.5%. RXN SMILES: C(O[C:6](=[O:24])[NH:7][CH2:8][CH:9]1[S:13](=[O:15])(=[O:14])[N:12]([C:16]2[CH:21]=[CH:20][C:19]([O:22][CH3:23])=[CH:18][CH:17]=2)[CH2:11][CH2:10]1)(C)(C)C.[Cl:25][C:26]1[CH:27]=[C:28]([C:33]2([C:48]([F:51])([F:50])[F:49])[O:37][N:36]=[C:35]([C:38]3[CH:46]=[CH:45][C:41](C(O)=O)=[C:40]([CH3:47])[CH:39]=3)[CH2:34]2)[CH:29]=[C:30]([Cl:32])[CH:31]=1>>[Cl:25][C:26]1[CH:27]=[C:28]([C:33]2([C:48]([F:50])([F:49])[F:51])[O:37][N:36]=[C:35]([C:38]3[CH:46]=[CH:45][C:41]([C:6]([NH:7][CH2:8][CH:9]4[S:13](=[O:14])(=[O:15])[N:12]([C:16]5[CH:17]=[CH:18][C:19]([O:22][CH3:23])=[CH:20][CH:21]=5)[CH2:11][CH2:10]4)=[O:24])=[C:40]([CH3:47])[CH:39]=3)[CH2:34]2)[CH:29]=[C:30]([Cl:32])[CH:31]=1. Procedure details: The compound obtained in Step C (94 mg) was deprotected and coupled with 4-[5-(3,5-dichloro-phenyl)-5-trifluoromethyl-4,5-dihydro-isoxazol-3-yl]-2-methyl-benzoic acid (0.125 g) (prepared according to WO 2009/080250) as described in Example 4, Steps B and C to afford the title compound as a brown solid (65 mg). LCMS (Method F) 2.02 min, M−H 654/655. Product: ClC=1C=C(C=C(C1)Cl)C1(CC(=NO1)C1=CC(=C(C(=O)NCC2CCN(S2(=O)=O)C2=CC=C(C=C2)OC)C=C1)C)C(F)(F)F (4-[5-(3,5-Dichloro-phenyl)-5-trifluoromethyl-4,5-dihydro-isoxazol-3-yl]-N-[2-(4-methoxy-phenyl)-1,1-dioxo-1lambda*6*-isothiazolidin-5-ylmethyl]-2-methyl-benzamide). Starting materials: ClC1=NC(=NC=N1)NC=1C=C(C=CC1)CS(=O)(=O)N (3-[(4-Chloro-1,3,5-triazin-2-yl)amino]benzenemethanesulfonamide), Cl.N1=C2C(=CC=C1)CNC2 (6,7-dihydro-5H-pyrrolo[3,4-b]pyridine hydrochloride). The product is N1=C2C(=CC=C1)CN(C2)C2=NC(=NC=N2)NC=2C=C(C=CC2)CS(=O)(=O)N (3-[(4-(5H-Pyrrolo[3,4-b]pyridin-6(7H)-yl)-1,3,5-triazin-2-yl)amino]-benzenemethanesulfonamide). Reaction SMILES: Cl[C:2]1[N:7]=[CH:6][N:5]=[C:4]([NH:8][C:9]2[CH:10]=[C:11]([CH2:15][S:16]([NH2:19])(=[O:18])=[O:17])[CH:12]=[CH:13][CH:14]=2)[N:3]=1.Cl.[N:21]1[CH:26]=[CH:25][CH:24]=[C:23]2[CH2:27][NH:28][CH2:29][C:22]=12>>[N:21]1[CH:26]=[CH:25][CH:24]=[C:23]2[CH2:27][N:28]([C:2]3[N:7]=[CH:6][N:5]=[C:4]([NH:8][C:9]4[CH:10]=[C:11]([CH2:15][S:16]([NH2:19])(=[O:18])=[O:17])[CH:12]=[CH:13][CH:14]=4)[N:3]=3)[CH2:29][C:22]=12 |f:1.2|. Procedure: B48 was prepared following the general procedure reported for B10 using A1 and 6,7-dihydro-5H-pyrrolo[3,4-b]pyridine hydrochloride; yield: 92.2 mg (24%), dark amorphous solid. MS (ES) C17H17N7O2S requires: 383. found: 384 (M+H)+. Reactants: Cl.C1(CC1)COC1=C(C=C(C=C1)OC)C1=C2C(=NC=C1)C(=C(N2)C)C(=O)NC2CCNCC2 (7-[2-(cyclopropylmethoxy)-5-methoxyphenyl]-2-methyl-N-(piperidin-4-yl)-1H-pyrrolo[3,2-b]pyridine-3-carboxamide hydrochloride), C(C)(=O)OCC(=O)Cl (2-chloro-2-oxoethyl acetate). The product is C1(CC1)COC1=C(C=C(C=C1)OC)C1=C2C(=NC=C1)C(=C(N2)C)C(=O)NC2CCN(CC2)C(CO)=O (7-[2-(Cyclopropylmethoxy)-5-methoxyphenyl]-N-[1-(hydroxyacetyl)piperidin-4-yl]-2-methyl-1H-pyrrolo[3,2-b]pyridine-3-carboxamide). As a reaction SMILES: Cl.[CH:2]1([CH2:5][O:6][C:7]2[CH:12]=[CH:11][C:10]([O:13][CH3:14])=[CH:9][C:8]=2[C:15]2[CH:20]=[CH:19][N:18]=[C:17]3[C:21]([C:25]([NH:27][CH:28]4[CH2:33][CH2:32][NH:31][CH2:30][CH2:29]4)=[O:26])=[C:22]([CH3:24])[NH:23][C:16]=23)[CH2:4][CH2:3]1.C([O:37][CH2:38][C:39](Cl)=[O:40])(=O)C>>[CH:2]1([CH2:5][O:6][C:7]2[CH:12]=[CH:11][C:10]([O:13][CH3:14])=[CH:9][C:8]=2[C:15]2[CH:20]=[CH:19][N:18]=[C:17]3[C:21]([C:25]([NH:27][CH:28]4[CH2:29][CH2:30][N:31]([C:38](=[O:37])[CH2:39][OH:40])[CH2:32][CH2:33]4)=[O:26])=[C:22]([CH3:24])[NH:23][C:16]=23)[CH2:4][CH2:3]1 |f:0.1|. Procedure details: Starting from 7-[2-(cyclopropylmethoxy)-5-methoxyphenyl]-2-methyl-N-(piperidin-4-yl)-1H-pyrrolo[3,2-b]pyridine-3-carboxamide hydrochloride (example D.f14) and commercially available 2-chloro-2-oxoethyl acetate the title compound is obtained as colorless solid. Conditions: temperature 110 celsius. RXN SMILES: [CH3:1][C@@H:2]1[NH:7][CH2:6][CH2:5][N:4]([C:8]([O:10][C:11]([CH3:14])([CH3:13])[CH3:12])=[O:9])[CH2:3]1.[S:15](N)([NH2:18])(=[O:17])=[O:16]>O1CCOCC1>[NH2:18][S:15]([N:7]1[CH2:6][CH2:5][N:4]([C:8]([O:10][C:11]([CH3:13])([CH3:12])[CH3:14])=[O:9])[CH2:3][C@@H:2]1[CH3:1])(=[O:17])=[O:16]. Reactants: C[C@H]1CN(CCN1)C(=O)OC(C)(C)C (tert-butyl (3S)-3-methylpiperazine-1-carboxylate), S(=O)(=O)(N)N (sulfamide). Run in O1CCOCC1 (dioxane). Procedure details: To a solution of tert-butyl (3S)-3-methylpiperazine-1-carboxylate (0.5 g) in dioxane (40 ml) was added sulfamide (0.29 g) and the reaction was heated at 110° C. for 18 h. The reaction mixture was then partitioned between DCM (150 ml) and H2O (150 ml). The organics were separated and the aqueous layer was re-extracted with DCM (2×150 ml). Organics were combined, dried (MgSO4) and reduced in vacuo to give the subtitle compound as a pale yellow oil. Yield: 0.66 g Product: NS(=O)(=O)N1[C@H](CN(CC1)C(=O)OC(C)(C)C)C (tert-Butyl (3S)-4-(aminosulfonyl)-3-methylpiperazine-1-carboxylate). The reactants are COC(=O)Nc1nc(OC)nc(OC)n1, C[Al](C)C, Cc1ccccc1, ClCCl, Cl, NS(=O)(=O)c1ncccc1I. The product is COc1nc(NC(=O)NS(=O)(=O)c2ncccc2I)nc(OC)n1. As a reaction SMILES: [CH3:16][O:17][c:18]1[n:19][c:20]([NH:26][C:27]([O:28][CH3:30])=[O:29])[n:21][c:22]([O:24][CH3:25])[n:23]1.[CH3:1][Al:2]([CH3:3])[CH3:4].[CH3:32][c:33]1[cH:34][cH:35][cH:36][cH:37][cH:38]1.[Cl:39][CH2:40][Cl:41].[ClH:31].[I:5][c:6]1[c:7]([S:12](=[O:13])(=[O:14])[NH2:15])[n:8][cH:9][cH:10][cH:11]1>>[I:5][c:6]1[c:7]([S:12](=[O:13])(=[O:14])[NH:15][C:27]([NH:26][c:20]2[n:19][c:18]([O:17][CH3:16])[n:23][c:22]([O:24][CH3:25])[n:21]2)=[O:28])[n:8][cH:9][cH:10][cH:11]1.